Task: describe an organic reaction: reactants, conditions, products, and yield. Dataset: the Open Reaction Database (ORD), a public repository of structured organic reaction records Reactants: CN1CCC(N)C1, CCN(C(C)C)C(C)C, COC(=O)c1ccc2c(c1)CC(C)(C)C(c1cccc(S(=O)(=O)Cl)c1)=N2, ClCCl. Product: COC(=O)c1ccc2c(c1)CC(C)(C)C(c1cccc(S(=O)(=O)NC3CCN(C)C3)c1)=N2. RXN SMILES: [CH3:1][N:2]1[CH2:3][CH:4]([NH2:7])[CH2:5][CH2:6]1.[CH:8]([N:9]([CH2:10][CH3:11])[CH:12]([CH3:13])[CH3:14])([CH3:15])[CH3:16].[Cl:17][S:18](=[O:19])(=[O:20])[c:21]1[cH:22][c:23]([C:27]2=[N:28][c:29]3[cH:30][cH:31][c:32]([C:39](=[O:40])[O:41][CH3:42])[cH:33][c:34]3[CH2:35][C:36]2([CH3:37])[CH3:38])[cH:24][cH:25][cH:26]1.[Cl:43][CH2:44][Cl:45]>>[CH3:1][N:2]1[CH2:3][CH:4]([NH:7][S:18](=[O:19])(=[O:20])[c:21]2[cH:22][c:23]([C:27]3=[N:28][c:29]4[cH:30][cH:31][c:32]([C:39](=[O:40])[O:41][CH3:42])[cH:33][c:34]4[CH2:35][C:36]3([CH3:37])[CH3:38])[cH:24][cH:25][cH:26]2)[CH2:5][CH2:6]1.